Dataset: the Open Reaction Database (ORD), a public repository of structured organic reaction records. Task: describe an organic reaction: reactants, conditions, products, and yield Starting materials: ClC1=CC=CC2=C1C(N1[C@H](C=3N2C=NC3C=3SC=C(N3)CN(CCC)CCC)CC1)=O ((S)-8-chloro-1-(4-dipropylaminomethyl-thiazol-2-yl)-12,12a-dihydro-9H,11H-azeto[2,1-c]-imidazo[1,5-a][1,4]benzodiazepin-9-one), Cl (hydrochloric acid). Run in ClCCl (dichloromethane). Reaction conditions: time 10 minute. The product is Cl.ClC1=CC=CC2=C1C(N1[C@H](C=3N2C=NC3C=3SC=C(N3)CN(CCC)CCC)CC1)=O ((S)-8-chloro-1-(4-dipropylaminomethyl-thiazol-2-yl)-12,12a-dihydro-9H,11H-azeto[2,1-c]imidazo[1,5-a][1,4]benzodiazepin-9-one hydrochloride). The yield is 172.6%. As a reaction SMILES: [Cl:1][C:2]1[C:7]2[C:8](=[O:31])[N:9]3[CH2:30][CH2:29][C@H:10]3[C:11]3[N:12]([CH:13]=[N:14][C:15]=3[C:16]3[S:17][CH:18]=[C:19]([CH2:21][N:22]([CH2:26][CH2:27][CH3:28])[CH2:23][CH2:24][CH3:25])[N:20]=3)[C:6]=2[CH:5]=[CH:4][CH:3]=1.Cl>ClCCl>[ClH:1].[Cl:1][C:2]1[C:7]2[C:8](=[O:31])[N:9]3[CH2:30][CH2:29][C@H:10]3[C:11]3[N:12]([CH:13]=[N:14][C:15]=3[C:16]3[S:17][CH:18]=[C:19]([CH2:21][N:22]([CH2:23][CH2:24][CH3:25])[CH2:26][CH2:27][CH3:28])[N:20]=3)[C:6]=2[CH:5]=[CH:4][CH:3]=1 |f:3.4|. Procedure: 0.91 g (0.0020 mol) of (S)-8-chloro-1-(4-dipropylaminomethyl-thiazol-2-yl)-12,12a-dihydro-9H,11H-azeto[2,1-c]-imidazo[1,5-a][1,4]benzodiazepin-9-one in 30 ml of dichloromethane was treated with 0.54 ml (0.0020 mol) of 3.7N ethanolic hydrochloric acid. After stirring at room temperature for 10 minutes the solution was completely freed from the solvents. The residue was recrystallized from ethanol/ether. There was obtained 0.85 g (87%) of (S)-8-chloro-1-(4-dipropylaminomethyl-thiazol-2-yl)-12,12a-... Starting materials: C(#N)C=1C=NC=CC1 (3-cyanopyridine), CC=1C=C(N)C=CC1C (3,4-dimetylaniline), [K+].[Br-] (KBr). The product is CC=1C=C(C=CC1C)NC(=N)C=1C=NC=CC1 (N-(3,4-Dimethylphenyl)pyridine-3-carboximidamide). The yield is 84.0%. RXN SMILES: [C:1]([C:3]1[CH:4]=[N:5][CH:6]=[CH:7][CH:8]=1)#[N:2].[CH3:9][C:10]1[CH:11]=[C:12]([CH:14]=[CH:15][C:16]=1[CH3:17])[NH2:13].[K+].[Br-]>>[CH3:9][C:10]1[CH:11]=[C:12]([NH:13][C:1]([C:3]2[CH:4]=[N:5][CH:6]=[CH:7][CH:8]=2)=[NH:2])[CH:14]=[CH:15][C:16]=1[CH3:17] |f:2.3|. Procedure details: The title compound was prepared from 3-cyanopyridine (8.6 g, 83 mmol) and 3,4-dimetylaniline (10 g, 83 mmol) by following the procedure described in preparation 10 (15.6 g, yield 84%, mp 132-134 C, purity 99.7% by HPLC). 1H-NMR (CDCl3):δ 2.24-2.26 (d, 6H), 4.92 (bs, 2H, D2O exchangeable), 6.72-6.74 (d, 1H), 6.78 (s, 1H), 7.11-7.13 (d, 1H), 7.36-74 (m, 1H), 8.22-8.24 (d, 1H), 8.69-8.7 (d, 1H), 9.06 (d, 1H). IR (KBr) cm−1: 3313, 3142, 2997, 2958, 2918, 1651. MS m/z:226.1 (M+). Reactants: CCOc1cc2n(Cc3ccc(-c4ccccc4-c4nnnn4C(c4ccccc4)(c4ccccc4)c4ccccc4)cc3)c(CC)nn2n1, CCOc1cc2nc(CC)nn2n1Cc1ccc(-c2ccccc2-c2nnnn2C(c2ccccc2)(c2ccccc2)c2ccccc2)cc1. Product: CCOc1cc2[nH]c(CC)nn2n1, CCOc1cc2nc(CC)nn2n1Cc1ccc(-c2ccccc2-c2nnnn2C(c2ccccc2)(c2ccccc2)c2ccccc2)cc1. RXN SMILES: [CH2:1]([CH3:2])[O:3][c:4]1[n:5][n:6]2[n:7][c:8]([CH2:49][CH3:50])[n:9]([CH2:12][c:13]3[cH:14][cH:15][c:16](-[c:17]4[cH:18][cH:19][cH:20][cH:21][c:22]4-[c:23]4[n:24]([C:25]([c:26]5[cH:27][cH:28][cH:29][cH:30][cH:31]5)([c:32]5[cH:33][cH:34][cH:35][cH:36][cH:37]5)[c:38]5[cH:39][cH:40][cH:41][cH:42][cH:43]5)[n:44][n:45][n:46]4)[cH:47][cH:48]3)[c:10]2[cH:11]1.[CH2:51]([CH3:52])[O:53][c:54]1[n:55]([CH2:64][c:65]2[cH:66][cH:67][c:68](-[c:71]3[c:72](-[c:77]4[n:78][n:79][n:80][n:81]4[C:82]([c:83]4[cH:84][cH:85][cH:86][cH:87][cH:88]4)([c:89]4[cH:90][cH:91][cH:92][cH:93][cH:94]4)[c:95]4[cH:96][cH:97][cH:98][cH:99][cH:100]4)[cH:73][cH:74][cH:75][cH:76]3)[cH:69][cH:70]2)[n:56]2[n:57][c:58]([CH2:62][CH3:63])[n:59][c:60]2[cH:61]1>>[CH2:1]([CH3:2])[O:3][c:4]1[n:5][n:6]2[n:7][c:8]([CH2:49][CH3:50])[nH:9][c:10]2[cH:11]1.[CH2:51]([CH3:52])[O:53][c:54]1[n:55]([CH2:64][c:65]2[cH:66][cH:67][c:68](-[c:71]3[c:72](-[c:77]4[n:78][n:79][n:80][n:81]4[C:82]([c:83]4[cH:84][cH:85][cH:86][cH:87][cH:88]4)([c:89]4[cH:90][cH:91][cH:92][cH:93][cH:94]4)[c:95]4[cH:96][cH:97][cH:98][cH:99][cH:100]4)[cH:73][cH:74][cH:75][cH:76]3)[cH:69][cH:70]2)[n:56]2[n:57][c:58]([CH2:62][CH3:63])[n:59][c:60]2[cH:61]1. Starting materials: C(C)P(O)(=O)C1=C(C=CC(=C1)OC1=NC=C(C=C1Cl)Cl)[N+](=O)[O-] (P-ethyl-2-nitro-5-(3,5-dichloro-2-pyridyloxy)phenylphosphinic acid), C([O-])([O-])=O.[K+].[K+] (potassium carbonate), BrCC(=O)OC (methyl bromoacetate). Run in CC(CC)=O (2-butanone). The product is C(C)P(OCC(=O)OC)(=O)C1=C(C=CC(=C1)OC1=NC=C(C=C1Cl)Cl)[N+](=O)[O-] (methoxycarbonylmethyl P-ethyl-2-nitro-5-(3,5-dichloro-2-pyridyloxy)phenylphosphinate). As a reaction SMILES: [CH2:1]([P:3]([C:6]1[CH:11]=[C:10]([O:12][C:13]2[C:18]([Cl:19])=[CH:17][C:16]([Cl:20])=[CH:15][N:14]=2)[CH:9]=[CH:8][C:7]=1[N+:21]([O-:23])=[O:22])(=[O:5])[OH:4])[CH3:2].C(=O)([O-])[O-].[K+].[K+].Br[CH2:31][C:32]([O:34][CH3:35])=[O:33]>CC(=O)CC>[CH2:1]([P:3]([C:6]1[CH:11]=[C:10]([O:12][C:13]2[C:18]([Cl:19])=[CH:17][C:16]([Cl:20])=[CH:15][N:14]=2)[CH:9]=[CH:8][C:7]=1[N+:21]([O-:23])=[O:22])(=[O:4])[O:5][CH2:31][C:32]([O:34][CH3:35])=[O:33])[CH3:2] |f:1.2.3|. Procedure: A mixture of P-ethyl-2-nitro-5-(3,5-dichloro-2-pyridyloxy)phenylphosphinic acid (0.42 g., 1.2 mmol), potassium carbonate (2.0 mg), methyl bromoacetate (0.2 ml., 2.4 mmol), and 2-butanone (20 ml.) is heated under reflux for 2 hours. The reaction mixture is filtered and concentrated, and the crude product is purified by prep. TLC (50% ethyl acetate/hexane) to give methoxycarbonylmethyl P-ethyl-2-nitro-5-(3,5-dichloro-2-pyridyloxy)phenylphosphinate. Reactants: CC(C)(C)c1nc2cc(S(=O)(=O)Cl)ccc2n1CC1CCOCC1, CN(C)c1ccncc1, CC#N, NC1CCC1. Yields the product CC(C)(C)c1nc2cc(S(=O)(=O)NC3CCC3)ccc2n1CC1CCOCC1. As a reaction SMILES: [C:1]([CH3:2])([CH3:3])([CH3:4])[c:5]1[n:6][c:7]2[c:8]([n:9]1[CH2:10][CH:11]1[CH2:12][CH2:13][O:14][CH2:15][CH2:16]1)[cH:17][cH:18][c:19]([S:21](=[O:22])(=[O:23])[Cl:24])[cH:20]2.[CH3:30][N:31]([c:32]1[cH:33][cH:34][n:35][cH:36][cH:37]1)[CH3:38].[CH3:39][C:40]#[N:41].[CH:25]1([NH2:29])[CH2:26][CH2:27][CH2:28]1>>[C:1]([CH3:2])([CH3:3])([CH3:4])[c:5]1[n:6][c:7]2[c:8]([n:9]1[CH2:10][CH:11]1[CH2:12][CH2:13][O:14][CH2:15][CH2:16]1)[cH:17][cH:18][c:19]([S:21](=[O:22])(=[O:23])[NH:29][CH:25]1[CH2:26][CH2:27][CH2:28]1)[cH:20]2.